This data is from the Open Reaction Database (ORD), a public repository of structured organic reaction records. The task is: describe an organic reaction: reactants, conditions, products, and yield Starting materials: Cl, [N-]=[N+]=NCC1Cc2cc(-c3ccccc3)cc(-c3ccccc3)c2O1, c1ccc(P(c2ccccc2)c2ccccc2)cc1. Yields the product NCC1Cc2cc(-c3ccccc3)cc(-c3ccccc3)c2O1. Reaction SMILES: [ClH:45].[N:1](=[N+:2]=[N-:3])[CH2:4][CH:5]1[O:6][c:7]2[c:8]([cH:10][c:11](-[c:20]3[cH:21][cH:22][cH:23][cH:24][cH:25]3)[cH:12][c:13]2-[c:14]2[cH:15][cH:16][cH:17][cH:18][cH:19]2)[CH2:9]1.[c:26]1([P:27]([c:28]2[cH:29][cH:30][cH:31][cH:32][cH:33]2)[c:34]2[cH:35][cH:36][cH:37][cH:38][cH:39]2)[cH:40][cH:41][cH:42][cH:43][cH:44]1>>[NH2:1][CH2:4][CH:5]1[O:6][c:7]2[c:8]([cH:10][c:11](-[c:20]3[cH:21][cH:22][cH:23][cH:24][cH:25]3)[cH:12][c:13]2-[c:14]2[cH:15][cH:16][cH:17][cH:18][cH:19]2)[CH2:9]1. Starting materials: CC(C)(C)[O-], Cc1ccccc1, CC#N, Clc1cc(I)ccn1, ClCCl, COc1cc(N)ccc1F, [Na+], c1ccc(P(CCCP(c2ccccc2)c2ccccc2)c2ccccc2)cc1. The product is COc1cc(Nc2ccnc(Cl)c2)ccc1F. As a reaction SMILES: [CH3:48][C:49]([CH3:50])([O-:51])[CH3:52].[CH3:54][c:55]1[cH:56][cH:57][cH:58][cH:59][cH:60]1.[CH3:64][C:65]#[N:66].[Cl:1][c:2]1[n:3][cH:4][cH:5][c:6]([I:8])[cH:7]1.[Cl:61][CH2:62][Cl:63].[F:9][c:10]1[c:11]([O:17][CH3:18])[cH:12][c:13]([NH2:14])[cH:15][cH:16]1.[Na+:53].[c:19]1([P:20]([c:21]2[cH:22][cH:23][cH:24][cH:25][cH:26]2)[CH2:27][CH2:28][CH2:29][P:30]([c:31]2[cH:32][cH:33][cH:34][cH:35][cH:36]2)[c:37]2[cH:38][cH:39][cH:40][cH:41][cH:42]2)[cH:43][cH:44][cH:45][cH:46][cH:47]1>>[Cl:1][c:2]1[n:3][cH:4][cH:5][c:6]([NH:14][c:13]2[cH:12][c:11]([O:17][CH3:18])[c:10]([F:9])[cH:16][cH:15]2)[cH:7]1. RXN SMILES: [BH4-:14].[Br:1][c:2]1[cH:3][cH:4][c:5]([C:8]([C:9]([F:10])([F:11])[F:12])=[O:13])[cH:6][cH:7]1.[CH2:16]1[O:17][CH2:18][CH2:19][CH2:20]1.[Na+:15]>>[Br:1][c:2]1[cH:3][cH:4][c:5]([CH:8]([C:9]([F:10])([F:11])[F:12])[OH:13])[cH:6][cH:7]1. The product is OC(c1ccc(Br)cc1)C(F)(F)F. The reactants are [BH4-], O=C(c1ccc(Br)cc1)C(F)(F)F, C1CCOC1, [Na+].